This data is from the Open Reaction Database (ORD), a public repository of structured organic reaction records. The task is: describe an organic reaction: reactants, conditions, products, and yield Starting materials: O=[N+]([O-])c1ccc(Cc2ccccc2)cc1, O=S(=O)(O)Cl, ClCCl. Product: O=[N+]([O-])c1ccc(Cc2ccc(S(=O)(=O)Cl)cc2)cc1. As a reaction SMILES: [CH2:1]([c:2]1[cH:3][cH:4][cH:5][cH:6][cH:7]1)[c:8]1[cH:9][cH:10][c:11]([N+:14](=[O:15])[O-:16])[cH:12][cH:13]1.[Cl:17][S:18](=[O:19])(=[O:20])[OH:21].[Cl:22][CH2:23][Cl:24]>>[CH2:1]([c:2]1[cH:3][cH:4][c:5]([S:18]([Cl:17])(=[O:19])=[O:20])[cH:6][cH:7]1)[c:8]1[cH:9][cH:10][c:11]([N+:14](=[O:15])[O-:16])[cH:12][cH:13]1. The reactants are C(C)(=O)OO (peracetic acid), ClC=1C=C(C=NC1OCC(C)C)B(O)O (5-chloro-6-isobutoxypyridin-3-ylboronic acid), C(C)(=O)OO (peracetic acid). Run in C(C)(=O)O.O (acetic acid water). Conditions: temperature 0 celsius, time 1 hour. Product: ClC=1C=C(C=NC1OCC(C)C)O (5-Chloro-6-isobutoxypyridin-3-ol). The yield is 138.6%. Reaction SMILES: [Cl:1][C:2]1[CH:3]=[C:4](B(O)O)[CH:5]=[N:6][C:7]=1[O:8][CH2:9][CH:10]([CH3:12])[CH3:11].C(OO)(=[O:18])C>C(O)(=O)C.O>[Cl:1][C:2]1[CH:3]=[C:4]([OH:18])[CH:5]=[N:6][C:7]=1[O:8][CH2:9][CH:10]([CH3:12])[CH3:11] |f:2.3|. Procedure details: To a suspension of 5-chloro-6-isobutoxypyridin-3-ylboronic acid (3.02 g, 13.1 mmol) in acetic acid/water (1:1 20 mL) cooled to 0° C. was slowly added peracetic acid (3.9 mL, 20.0 mmol) and the reaction mixture was maintained at 0° C. for 1.5 hours and then at room temperature for 1 hour. Additional peracetic acid (3.9 mL, 20.0 mmol) was added and the reaction stirred at room temperature for 40 minutes after which time the suspension dissolved. The reaction mixture was quenched with sodium thiosu... The reactants are 69, C(=C)N=C=O (vinyl isocyanate), [N-]=C=O (isocyanate), C1(CCCCCN1)=O (ε-caprolactam). The solvent is C(C)(=O)OCC (ethyl acetate), C(C)(=O)OCC (ethyl acetate). Conditions: temperature 50 celsius. Product: C(=C)NC(=O)N1C(CCCCC1)=O (N-(N'-vinylcarbamoyl)-caprolactam). Reaction SMILES: [C:1]1(=[O:8])[NH:7][CH2:6][CH2:5][CH2:4][CH2:3][CH2:2]1.[CH:9]([N:11]=[C:12]=[O:13])=[CH2:10].[N-]=C=O>C(OCC)(=O)C>[CH:9]([NH:11][C:12]([N:7]1[CH2:6][CH2:5][CH2:4][CH2:3][CH2:2][C:1]1=[O:8])=[O:13])=[CH2:10]. Reported procedure: 113 parts of ε-caprolactam and 91 parts of ethyl acetate (+0.015% of dibutyl-tin dilaurate) are introduced into a reaction vessel and the mixture is heated to about 50° C. A mixture of 69 parts of vinyl isocyanate and 91 parts of ethyl acetate is then added dropwise in the course of 1 hour, after which the mixture is allowed to react for 5 hours. A pale yellow clear solution is obtained. Blocked isocyanate content: 11.5%. The reactants are CCO, CC1(C)CC(c2cccc([N+](=O)[O-])c2)Nc2ccc(C#N)cc21, Cl, [Fe], O. The product is CC1(C)CC(c2cccc(N)c2)Nc2ccc(C#N)cc21. Reaction SMILES: [CH3:25][CH2:26][OH:27].[CH3:2][C:3]1([CH3:24])[CH2:4][CH:5]([c:15]2[cH:16][c:17]([N+:21]([O-:22])=[O:23])[cH:18][cH:19][cH:20]2)[NH:6][c:7]2[cH:8][cH:9][c:10]([C:13]#[N:14])[cH:11][c:12]21.[ClH:1].[Fe:29].[OH2:28]>>[CH3:2][C:3]1([CH3:24])[CH2:4][CH:5]([c:15]2[cH:16][c:17]([NH2:21])[cH:18][cH:19][cH:20]2)[NH:6][c:7]2[cH:8][cH:9][c:10]([C:13]#[N:14])[cH:11][c:12]21. Reactants: O=C([O-])[O-], CN(C)C=O, O=[N+]([O-])c1ccc(F)c(F)c1, [K+], [K+], O, Oc1cccc2[nH]ncc12. Product: O=[N+]([O-])c1ccc(Oc2cccc3[nH]ncc23)c(F)c1. As a reaction SMILES: [C:22](=[O:23])([O-:24])[O-:25].[CH3:28][N:29]([CH3:30])[CH:31]=[O:32].[F:11][c:12]1[cH:13][c:14]([N+:19](=[O:20])[O-:21])[cH:15][cH:16][c:17]1[F:18].[K+:26].[K+:27].[OH2:33].[nH:1]1[n:2][cH:3][c:4]2[c:5]([OH:10])[cH:6][cH:7][cH:8][c:9]12>>[nH:1]1[n:2][cH:3][c:4]2[c:5]([O:10][c:17]3[c:12]([F:11])[cH:13][c:14]([N+:19](=[O:20])[O-:21])[cH:15][cH:16]3)[cH:6][cH:7][cH:8][c:9]12.